Task: describe an organic reaction: reactants, conditions, products, and yield. Dataset: the Open Reaction Database (ORD), a public repository of structured organic reaction records The reactants are ClC1=NC=C(C=C1Cl)C(F)(F)F (2,3-dichloro-5-(trifluoromethyl)pyridine), ClC=1C=C(C(=O)OC)C=CC1S(NCC=1C=C2C=NN(C2=CC1)C)(=O)=O (methyl 3-chloro-4-(N-((1-methyl-1H-indazol-5-yl)methyl)sulfamoyl)benzoate). Yields the product ClC=1C=C(C(=O)OC)C=CC1S(N(CC=1C=C2C=NN(C2=CC1)C)C1=NC=C(C=C1Cl)C(F)(F)F)(=O)=O (Methyl 3-chloro-4-(N-(3-chloro-5-(trifluoromethyl)pyridin-2-yl)-N-((1-methyl-1H-indazol-5-yl)methyl)sulfamoyl)benzoate). As a reaction SMILES: Cl[C:2]1[C:7]([Cl:8])=[CH:6][C:5]([C:9]([F:12])([F:11])[F:10])=[CH:4][N:3]=1.[Cl:13][C:14]1[CH:15]=[C:16]([CH:21]=[CH:22][C:23]=1[S:24](=[O:38])(=[O:37])[NH:25][CH2:26][C:27]1[CH:28]=[C:29]2[C:33](=[CH:34][CH:35]=1)[N:32]([CH3:36])[N:31]=[CH:30]2)[C:17]([O:19][CH3:20])=[O:18]>>[Cl:13][C:14]1[CH:15]=[C:16]([CH:21]=[CH:22][C:23]=1[S:24](=[O:37])(=[O:38])[N:25]([C:2]1[C:7]([Cl:8])=[CH:6][C:5]([C:9]([F:12])([F:11])[F:10])=[CH:4][N:3]=1)[CH2:26][C:27]1[CH:28]=[C:29]2[C:33](=[CH:34][CH:35]=1)[N:32]([CH3:36])[N:31]=[CH:30]2)[C:17]([O:19][CH3:20])=[O:18]. Procedure: The titled compound was prepared according to the procedure described in step-2 of Example 1 from 2,3-dichloro-5-(trifluoromethyl)pyridine and methyl 3-chloro-4-(N-((1-methyl-1H-indazol-5-yl)methyl)sulfamoyl)benzoate (step-2 of Example 24). Starting materials: C(=O)(O)CC=1N=C(SC1)SC(C(=O)O)(C)C (2-{[4-(carboxymethyl)-1,3-thiazol-2-yl]thio}-2-methylpropionic acid). Run in O1CCCC1 (tetrahydrofuran). Conditions: time 8 hour. Yields the product OCCC=1N=C(SC1)SC(C(=O)O)(C)C (2-{[4-(2-hydroxyethyl)-1,3-thiazol-2-yl]thio}-2-methylpropionic acid). Isolated yield 90.9%. As a reaction SMILES: [C:1]([CH2:4][C:5]1[N:6]=[C:7]([S:10][C:11]([CH3:16])([CH3:15])[C:12]([OH:14])=[O:13])[S:8][CH:9]=1)(O)=[O:2]>O1CCCC1>[OH:2][CH2:1][CH2:4][C:5]1[N:6]=[C:7]([S:10][C:11]([CH3:16])([CH3:15])[C:12]([OH:14])=[O:13])[S:8][CH:9]=1. Procedure: To a suspension of 2-{[4-(carboxymethyl)-1,3-thiazol-2-yl]thio}-2-methylpropionic acid resin (10 g) synthesized in Example 461-4 in tetrahydrofuran (50 mL) was added 1 mol/L borane-tetrahydrofuran complex (25 ml) under ice-cooling, and the mixture was stirred at room temperature overnight. The resin was collected by filtration from the reaction mixture, washed twice with tetrahydrofuran-methanol (1:1) solution, three times with tetrahydrofuran, twice with methanol, once with piperidine, once wit... Reactants: C(C)OC(=O)N1CC2=C(N(C=3C=CC(=CC23)C(C2=CC(=C(C=C2)Cl)S(N)(=O)=O)=O)S(=O)(=O)C2=CC=CC=C2)CC1 (5-benzenesulfonyl-8-(4-chloro-3-sulfamoyl-benzoyl)-1,3,4,5-tetrahydro-pyrido[4,3-b]indole-2-carboxylic acid ethyl ester), C(C)OC(=O)N1CC2=C(N(C=3C=C(C=CC23)C(C2=CC(=C(C=C2)Cl)S(N)(=O)=O)=O)S(=O)(=O)C2=CC=CC=C2)CC1 (5-benzenesulfonyl-7-(4-chloro-3-sulfamoyl-benzoyl)-1,3,4,5-tetrahydro-pyrido[4,3-b]indole-2-carboxylic acid ethyl ester), C([O-])([O-])=O.[K+].[K+] (potassium carbonate). Solvent: O1C(CCC1)CO.O (tetrahydrofuran-methanol water). Reaction conditions: temperature 140 celsius. Product: C(C)OC(=O)N1CC2=C(NC=3C=CC(=CC23)C(C2=CC(=C(C=C2)Cl)S(N)(=O)=O)=O)CC1 (8-(4-chloro-3-sulfamoyl-benzoyl)-1,3,4,5-tetrahydro-pyrido[4,3-b]indole-2-carboxylic acid ethyl ester). Reaction SMILES: [CH2:1]([O:3][C:4]([N:6]1[CH2:40][CH2:39][C:9]2[N:10](S(C3C=CC=CC=3)(=O)=O)[C:11]3[CH:12]=[CH:13][C:14]([C:17](=[O:29])[C:18]4[CH:23]=[CH:22][C:21]([Cl:24])=[C:20]([S:25](=[O:28])(=[O:27])[NH2:26])[CH:19]=4)=[CH:15][C:16]=3[C:8]=2[CH2:7]1)=[O:5])[CH3:2].C(OC(N1CCC2N(S(C3C=CC=CC=3)(=O)=O)C3C=C(C(=O)C4C=CC(Cl)=C(S(=O)(=O)N)C=4)C=CC=3C=2C1)=O)C.C(=O)([O-])[O-].[K+].[K+]>O1CCCC1CO.O>[CH2:1]([O:3][C:4]([N:6]1[CH2:40][CH2:39][C:9]2[NH:10][C:11]3[CH:12]=[CH:13][C:14]([C:17](=[O:29])[C:18]4[CH:23]=[CH:22][C:21]([Cl:24])=[C:20]([S:25](=[O:28])(=[O:27])[NH2:26])[CH:19]=4)=[CH:15][C:16]=3[C:8]=2[CH2:7]1)=[O:5])[CH3:2] |f:2.3.4,5.6|. Procedure details: A mixture of 5-benzenesulfonyl-8-(4-chloro-3-sulfamoyl-benzoyl)-1,3,4,5-tetrahydro-pyrido[4,3-b]indole-2-carboxylic acid ethyl ester and 5-benzenesulfonyl-7-(4-chloro-3-sulfamoyl-benzoyl)-1,3,4,5-tetrahydro-pyrido[4,3-b]indole-2-carboxylic acid ethyl ester (1 g) is dissolved in 5 mL of tetrahydrofuran-methanol-water (10:10:1) and treated with 0.344 g of potassium carbonate. The reaction mixture is heated at 140° C. for 15 min (microwave irradiation), filtered and concentrated. The residue is pur... Starting materials: ClCCl, O=C(O)C(F)(F)F, CC(C)(C)OC(=O)NC(Cc1ccc(Br)nc1)C(N)=O. Product: NC(=O)C(N)Cc1ccc(Br)nc1. RXN SMILES: [Cl:28][CH2:29][Cl:30].[F:21][C:22]([F:23])([F:24])[C:25]([OH:26])=[O:27].[NH2:1][C:2]([CH:3]([CH2:4][c:5]1[cH:6][n:7][c:8]([Br:11])[cH:9][cH:10]1)[NH:12][C:13](=[O:14])[O:15][C:16]([CH3:17])([CH3:18])[CH3:19])=[O:20]>>[NH2:1][C:2]([CH:3]([CH2:4][c:5]1[cH:6][n:7][c:8]([Br:11])[cH:9][cH:10]1)[NH2:12])=[O:20]. Starting materials: ClC1=C(C(=CC=2OC(OC21)C(=O)OCC)C=O)Cl (ethyl 4,5-dichloro-6-formyl-1,3-benzodioxole-2-carboxylate), C(CCC)[Li] (n-butyl lithium), C(C)OCN1N=CC=C1 (1-ethoxymethyl-pyrazole), [Cl-].[NH4+] (ammonium chloride). The solvent is O1CCCC1 (tetrahydrofuran), CN(P(N(C)C)(N(C)C)=O)C (hexamethylphosphoric triamide), CCCCCC (n-hexane), O1CCCC1 (tetrahydrofuran). Conditions: time 1 hour. Yields the product ClC1=C(C(=CC=2OC(OC21)C(=O)OCC)C(O)C2=CC=NN2COCC)Cl (ethyl 4,5-dichloro-6-[(1-ethoxymethyl-pyrazol-5-yl)-hydroxymethyl]-1,3-benzodioxole-2-carboxylate). Yield: 28.8%. Reaction SMILES: C([Li])CCC.[CH2:6]([O:8][CH2:9][N:10]1[CH:14]=[CH:13][CH:12]=[N:11]1)[CH3:7].[Cl:15][C:16]1[C:24]2[O:23][CH:22]([C:25]([O:27][CH2:28][CH3:29])=[O:26])[O:21][C:20]=2[CH:19]=[C:18]([CH:30]=[O:31])[C:17]=1[Cl:32].[Cl-].[NH4+]>CCCCCC.O1CCCC1.CN(C)P(=O)(N(C)C)N(C)C>[Cl:15][C:16]1[C:24]2[O:23][CH:22]([C:25]([O:27][CH2:28][CH3:29])=[O:26])[O:21][C:20]=2[CH:19]=[C:18]([CH:30]([C:14]2[N:10]([CH2:9][O:8][CH2:6][CH3:7])[N:11]=[CH:12][CH:13]=2)[OH:31])[C:17]=1[Cl:32] |f:3.4|. Procedure details: 1.25 ml of 1.6M n-butyl lithium in n-hexane is added dropwise to a solution of 252 mg of 1-ethoxymethyl-pyrazole in 5 ml of tetrahydrofuran at -60° to -50° C. 0.4 ml of hexamethylphosphoric triamide is added to the mixture and the mixture is stirred at the same temperature for 1 hour. The mixture is added to a solution of 582 mg of ethyl 4,5-dichloro-6-formyl-1,3-benzodioxole-2-carboxylate in 10 ml of tetrahydrofuran at -60° to -50° C. and the mixture is stirred at the same temperature for 5 min... Starting materials: Cc1cn(CCCCN2CCN(c3cc(C(F)(F)F)nc(C(C)(C)C)n3)CC2)c(=O)[nH]c1=S, C1CNC1, CCO. Yields the product Cc1cn(CCCCN2CCN(c3cc(C(F)(F)F)nc(C(C)(C)C)n3)CC2)c(=O)nc1N1CCC1. Reaction SMILES: [C:1]([CH3:2])([CH3:3])([CH3:4])[c:5]1[n:6][c:7]([C:30]([F:31])([F:32])[F:33])[cH:8][c:9]([N:11]2[CH2:12][CH2:13][N:14]([CH2:17][CH2:18][CH2:19][CH2:20][n:21]3[c:22](=[O:29])[nH:23][c:24](=[S:28])[c:25]([CH3:27])[cH:26]3)[CH2:15][CH2:16]2)[n:10]1.[CH2:34]1[CH2:35][NH:36][CH2:37]1.[CH3:38][CH2:39][OH:40]>>[C:1]([CH3:2])([CH3:3])([CH3:4])[c:5]1[n:6][c:7]([C:30]([F:31])([F:32])[F:33])[cH:8][c:9]([N:11]2[CH2:12][CH2:13][N:14]([CH2:17][CH2:18][CH2:19][CH2:20][n:21]3[c:22](=[O:29])[n:23][c:24]([N:36]4[CH2:35][CH2:34][CH2:37]4)[c:25]([CH3:27])[cH:26]3)[CH2:15][CH2:16]2)[n:10]1. Starting materials: CCO, [Na+], [OH-], Nc1nc(-c2ccco2)c2ncn(Cc3cccc([N+](=O)[O-])c3)c2n1. RXN SMILES: [CH3:28][CH2:29][OH:30].[Na+:27].[OH-:26].[o:1]1[c:2](-[c:6]2[c:7]3[n:8][cH:9][n:10]([CH2:16][c:17]4[cH:18][c:19]([N+:23]([O-:24])=[O:25])[cH:20][cH:21][cH:22]4)[c:11]3[n:12][c:13]([NH2:15])[n:14]2)[cH:3][cH:4][cH:5]1>>[o:1]1[c:2](-[c:6]2[c:7]3[n:8][cH:9][n:10]([CH2:16][c:17]4[cH:18][c:19]([NH2:23])[cH:20][cH:21][cH:22]4)[c:11]3[n:12][c:13]([NH2:15])[n:14]2)[cH:3][cH:4][cH:5]1. Yields the product Nc1cccc(Cn2cnc3c(-c4ccco4)nc(N)nc32)c1.